Dataset: the Open Reaction Database (ORD), a public repository of structured organic reaction records. Task: describe an organic reaction: reactants, conditions, products, and yield The reactants are ClC1=C(C=CC=C1)C=1C2=C(NC(C(N1)C)=S)SC(=C2)CCC2=CC=C(C=C2)CC(C)C (5-(2-chlorophenyl)-7-[2-(4-isobutylphenyl)ethyl]-3-methyl-1,3-dihydro-2H-thieno[2,3-e]-1,4-diazepine-2-thione), O.NN (hydrazine hydrate), O1CCCC1 (tetrahydrofuran). Conditions: time 2 hour. Yields the product ClC1=C(C=CC=C1)C1=NC(C=2N(C3=C1C=C(S3)CCC3=CC=C(C=C3)CC(C)C)C(=NN2)C)C (4-(2-chlorophenyl)-2-[2 -(4-isobutylphenyl)ethyl]-6,9-dimethyl-6H-thieno[3,2-f][1,2,4]triazolo[4,3-a][1,4]diazepine). RXN SMILES: [Cl:1][C:2]1[CH:7]=[CH:6][CH:5]=[CH:4][C:3]=1[C:8]1[C:9]2[CH:19]=[C:18]([CH2:20][CH2:21][C:22]3[CH:27]=[CH:26][C:25]([CH2:28][CH:29]([CH3:31])[CH3:30])=[CH:24][CH:23]=3)[S:17][C:10]=2[NH:11][C:12](=S)[CH:13]([CH3:15])[N:14]=1.O.[NH2:33][NH2:34].O1[CH2:39][CH2:38]CC1>>[Cl:1][C:2]1[CH:7]=[CH:6][CH:5]=[CH:4][C:3]=1[C:8]1[C:9]2[CH:19]=[C:18]([CH2:20][CH2:21][C:22]3[CH:27]=[CH:26][C:25]([CH2:28][CH:29]([CH3:31])[CH3:30])=[CH:24][CH:23]=3)[S:17][C:10]=2[N:11]2[C:38]([CH3:39])=[N:33][N:34]=[C:12]2[CH:13]([CH3:15])[N:14]=1 |f:1.2|. Procedure: To a solution of 9.1 g of 5-(2-chlorophenyl)-7-[2-(4-isobutylphenyl)ethyl]-3-methyl-1,3-dihydro-2H-thieno[2,3-e]-1,4-diazepine-2-thione in 150 ml of tetrahydrofuran is added 3.1 g of 100% hydrazine hydrate under ice-cooling and the mixture is stirred at room temperature for 2 hours. After the tetrahydrofuran is distilled off under reduced pressure, the residue is dissolved in 200 ml of chloroform and the solution is dried over anhydrous magnesium sulfate. After separating by filtration, the filt... The reactants are NCCNCCN (diethylenetriamine), C(CCCCCCCCCCCCCCC(C)C)(=O)O (isostearic acid), C(CC(=O)C)(=O)OCC (ethyl acetoacetate), O (water). The solvent is C(C)O (ethanol). The product is C(CCCCCCCCCCCCCCC(C)C)(=O)NCCN1CCN=C(CC1=O)C (4-isostearamidoethyl-7-methyl-3,6-dihydro-2H-1,4-diazepin-5-one). Reaction SMILES: [NH2:1][CH2:2][CH2:3][NH:4][CH2:5][CH2:6][NH2:7].[C:8]([OH:27])(=O)[CH2:9][CH2:10][CH2:11][CH2:12][CH2:13][CH2:14][CH2:15][CH2:16][CH2:17][CH2:18][CH2:19][CH2:20][CH2:21][CH2:22][CH:23]([CH3:25])[CH3:24].[C:28](OCC)(=[O:33])[CH2:29][C:30]([CH3:32])=O.O>C(O)C>[C:8]([NH:1][CH2:2][CH2:3][N:4]1[C:28](=[O:33])[CH2:29][C:30]([CH3:32])=[N:7][CH2:6][CH2:5]1)(=[O:27])[CH2:9][CH2:10][CH2:11][CH2:12][CH2:13][CH2:14][CH2:15][CH2:16][CH2:17][CH2:18][CH2:19][CH2:20][CH2:21][CH2:22][CH:23]([CH3:24])[CH3:25]. Procedure details: Into an apparatus similar to that in Example 1, were charged 103.1 g (1 mole) of diethylenetriamine and 284.5 g (1 mole) of isostearic acid. At 200° to 210° C., 18 g of water was distilled off to effect the monoamide formation. Then, after the addition of 130.1 g (1 mole) of ethyl acetoacetate, 18 g of water and 46 g of ethanol were distilled off at 150° to 160° C. to obtain 4-isostearamidoethyl-7-methyl-3,6-dihydro-2H-1,4-diazepin-5-one. Reactants: 3, [N+](=O)([O-])NC1=NON=C1[N+](=O)[O-] (3-nitroamino-4-nitrofurazan), NN (hydrazine). The solvent is O (water). Reaction conditions: time 10 minute. The product is N([N+](=O)[O-])C1=NON=C1[N+](=O)[O-].[NH3+]N (Hydrazinium 3-Nitramino-4-Nitrofurazan). The yield is 94.0%. As a reaction SMILES: [N+:1]([NH:4][C:5]1[C:9]([N+:10]([O-:12])=[O:11])=[N:8][O:7][N:6]=1)([O-:3])=[O:2].[NH2:13][NH2:14]>O>[NH:4]([C:5]1[C:9]([N+:10]([O-:12])=[O:11])=[N:8][O:7][N:6]=1)[N+:1]([O-:3])=[O:2].[NH3+:13][NH2:14] |f:3.4|. Procedure details: Into a clean 250 ml 3 neck round bottom flask equipped with a nitrogen port, magnetic stirring bar, and thermocouple was placed 3-nitroamino-4-nitrofurazan ("ANF"; 4.44 grams 0.025M). Thirty-five mls of distilled water was then added and the flask set into an ice bath. Fuming hydrazine (95%; 0.942 g; 0.028M) was preweighed into a vial, then added over three minutes while not letting the reaction temperature exceed +8° C. The reaction mixture was kept cold for 10 minutes, then the ice bath was wi... RXN SMILES: C(OC([N:8]([CH2:22][CH2:23][CH2:24][CH2:25][CH2:26][CH2:27][CH2:28][CH2:29][CH2:30][CH2:31][CH2:32][CH2:33][CH2:34][CH2:35][CH2:36][C:37]([F:40])([F:39])[F:38])[C:9]1[CH:21]=[CH:20][C:12]([C:13](C2N=CNC=2)=[O:14])=[CH:11][CH:10]=1)=O)(C)(C)C.[OH-].[Na+].[NH2:43][CH2:44][CH:45]([OH:48])[CH2:46][OH:47]>C(Cl)(Cl)Cl>[OH:48][CH:45]([CH2:46][OH:47])[CH2:44][NH:43][C:13](=[O:14])[C:12]1[CH:11]=[CH:10][C:9]([NH:8][CH2:22][CH2:23][CH2:24][CH2:25][CH2:26][CH2:27][CH2:28][CH2:29][CH2:30][CH2:31][CH2:32][CH2:33][CH2:34][CH2:35][CH2:36][C:37]([F:38])([F:39])[F:40])=[CH:21][CH:20]=1 |f:1.2|. Solvent: C(Cl)(Cl)Cl (chloroform). Procedure details: To a mixture containing 4.3 g. of 1-{4-[N-(tert-butyloxycarbonyl)-4-[15-(trifluoromethyl)pentadecylamino]benzoyl}imidazole, 50 ml. of chloroform, and 50 ml. of 5 N sodium hydroxide is added 1.1 g. of 3-amino-1,2-propanediol. The solution is vigorously stirred for 24 hours, the layers are separated, and the chloroform solution is washed once with 50 ml. of 1 N sodium hydroxide. The solvent is evaporated and the residue is heated for 30 minutes at 40° C. in 50 ml. of anhydrous trifluoroacetic acid... Starting materials: C(C)(C)(C)OC(=O)N(C1=CC=C(C(=O)C=2N=CNC2)C=C1)CCCCCCCCCCCCCCCC(F)(F)F (4-[N-(tert-butyloxycarbonyl)-4-[15-(trifluoromethyl)pentadecylamino]benzoyl}imidazole), [OH-].[Na+] (sodium hydroxide), NCC(CO)O (3-amino-1,2-propanediol). The product is OC(CNC(C1=CC=C(C=C1)NCCCCCCCCCCCCCCCC(F)(F)F)=O)CO (N-(2,3-Dihydroxypropyl)-4-[15-(trifluoromethyl)pentadecylamino]benzamide). Run at temperature 40 celsius, time 24 hour. Starting materials: CC(C)Nc1cccnc1N(C)C1CCN(C(=O)c2cc3cc(NS(=O)(=O)CCN4C(=O)c5ccccc5C4=O)ccc3[nH]2)CC1, CCO, NN, O. Yields the product CC(C)Nc1cccnc1N(C)C1CCN(C(=O)c2cc3cc(NS(=O)(=O)CCN)ccc3[nH]2)CC1. As a reaction SMILES: [C:1]1(=[O:2])[N:5]([CH2:6][CH2:7][S:8](=[O:9])(=[O:10])[NH:11][c:12]2[cH:13][c:14]3[cH:15][c:16]([C:21](=[O:22])[N:23]4[CH2:24][CH2:25][CH:26]([N:29]([c:30]5[n:31][cH:32][cH:33][cH:34][c:35]5[NH:36][CH:37]([CH3:38])[CH3:39])[CH3:40])[CH2:27][CH2:28]4)[nH:17][c:18]3[cH:19][cH:20]2)[C:3](=[O:4])[c:41]2[cH:42][cH:43][cH:44][cH:45][c:46]21.[CH3:50][CH2:51][OH:52].[NH2:48][NH2:49].[OH2:47]>>[NH2:5][CH2:6][CH2:7][S:8](=[O:9])(=[O:10])[NH:11][c:12]1[cH:13][c:14]2[cH:15][c:16]([C:21](=[O:22])[N:23]3[CH2:24][CH2:25][CH:26]([N:29]([c:30]4[n:31][cH:32][cH:33][cH:34][c:35]4[NH:36][CH:37]([CH3:38])[CH3:39])[CH3:40])[CH2:27][CH2:28]3)[nH:17][c:18]2[cH:19][cH:20]1. Reactants: C(Cl)Cl.CO (CH2Cl2 CH3OH), C(CCC)N(C(CC1=C(C=CC=C1)C(=O)O)=O)CC1=CC=C(C=C1)C1=C(C=CC=C1)C#N (2-carboxy-phenylacetic acid N-butyl-N-(2'-cyanobiphenyl-4-ylmethyl)-amide), C(CCC)[Sn](CCCC)(CCCC)N=[N+]=[N-] (tributyltin azide), [OH-].[Na+] (sodium hydroxide). Solvent: C=1(C(=CC=CC1)C)C (xylene). Product: C(CCC)N(C(CC1=C(C=CC=C1)C(=O)O)=O)CC1=CC=C(C=C1)C1=C(C=CC=C1)C1=NN=NN1 (2-carboxy-phenylacetic acid N-butyl-N-[2'-(1H-tetrazol-5-yl)-biphenyl-4-ylmethyl]-amide). Reaction SMILES: [CH2:1]([N:5]([CH2:18][C:19]1[CH:24]=[CH:23][C:22]([C:25]2[CH:30]=[CH:29][CH:28]=[CH:27][C:26]=2[C:31]#[N:32])=[CH:21][CH:20]=1)[C:6](=[O:17])[CH2:7][C:8]1[CH:13]=[CH:12][CH:11]=[CH:10][C:9]=1[C:14]([OH:16])=[O:15])[CH2:2][CH2:3][CH3:4].C([Sn]([N:46]=[N+:47]=[N-:48])(CCCC)CCCC)CCC.[OH-].[Na+].C(Cl)Cl.CO>C1(C)C(C)=CC=CC=1>[CH2:1]([N:5]([CH2:18][C:19]1[CH:20]=[CH:21][C:22]([C:25]2[CH:30]=[CH:29][CH:28]=[CH:27][C:26]=2[C:31]2[NH:48][N:47]=[N:46][N:32]=2)=[CH:23][CH:24]=1)[C:6](=[O:17])[CH2:7][C:8]1[CH:13]=[CH:12][CH:11]=[CH:10][C:9]=1[C:14]([OH:16])=[O:15])[CH2:2][CH2:3][CH3:4] |f:2.3,4.5|. Procedure details: A solution of 2.50 g of 2-carboxy-phenylacetic acid N-butyl-N-(2'-cyanobiphenyl-4-ylmethyl)-amide and 6.50 g of tributyltin azide in 50 ml of xylene is heated under reflux for 15 hours. When cool, the mixture is stirred with 50 ml of 2N sodium hydroxide solution at room temperature for 30 minutes. The aqueous phase is acidified and extracted three times with 50 ml of CH2C2 each time. After customary treatment, the combined dichloromethane phases yield a crude product that, after chromatography o... Yields the product OC1=CC=2C=3C4=C(C(=CC3N(C2C=C1)CCN1CCOCC1)C1=CC=CC=C1)C(NC4=O)=O (9-Hydroxy-6-[2-(4-morpholinyl)ethyl]-4-phenylpyrrolo[3,4-c]carbazole-1,3(2H,6H)-dione). Procedure: Mesylate (205) (70 mg, 0.16 mmol) prepared as described in example 174 was reacted with morpholine according to the procedure described in example 179 to give amine (211) (53 mg, 75%) as a yellow powder, mp 260–262° C. 1H NMR □ [(CD3)2SO) 1H NMR δ [(CD3)2SO] 11.04 (br s, 1H), 9.33 (s, 1H), 8.40 (d, J=2.5 Hz, 1H), 7.78 (s, 1H), 7.64 (m, 2H), 7.54 (d, J=8.9 Hz, 1H), 7.47 (m, 3H), 7.12 (dd, J=8.9, 2.5 Hz, 1H), 4.57 (t, J=6.4 Hz, 2H), 3.45 (t, J=4.5 Hz, 4H), 2.67 (t, J=6.4 Hz, 2H), 2.18 (br t, J=4 H... Starting materials: CS(=O)(=O)OCCN1C=2C=CC(=CC2C=2C3=C(C(=CC12)C1=CC=CC=C1)C(NC3=O)=O)O (2-(9-Hydroxy-1,3-dioxo-4-phenyl-2,3-dihydropyrrolo[3,4-c]carbazol-6 (1H)-yl)ethyl methanesulfonate), N1CCOCC1 (morpholine). Reaction SMILES: CS(O[CH2:6][CH2:7][N:8]1[C:20]2[CH:19]=[C:18]([C:21]3[CH:26]=[CH:25][CH:24]=[CH:23][CH:22]=3)[C:17]3[C:27](=[O:31])[NH:28][C:29](=[O:30])[C:16]=3[C:15]=2[C:14]2[CH:13]=[C:12]([OH:32])[CH:11]=[CH:10][C:9]1=2)(=O)=O.[NH:33]1[CH2:38][CH2:37][O:36][CH2:35][CH2:34]1>>[OH:32][C:12]1[CH:11]=[CH:10][C:9]2[N:8]([CH2:7][CH2:6][N:33]3[CH2:38][CH2:37][O:36][CH2:35][CH2:34]3)[C:20]3[CH:19]=[C:18]([C:21]4[CH:26]=[CH:25][CH:24]=[CH:23][CH:22]=4)[C:17]4[C:27](=[O:31])[NH:28][C:29](=[O:30])[C:16]=4[C:15]=3[C:14]=2[CH:13]=1. Yield: 75.0%. The reactants are CCC#Cc1ccc2c(cnn2C2CCCCO2)c1, O=C([O-])[O-], C1COCCO1, Clc1ccc(I)c(Cl)c1, [Cs+], [Cs+], O=Cc1ccc(I)cc1, [K+], [OH-]. Product: CCC(=C(c1ccc(C=O)cc1)c1ccc2c(cnn2C2CCCCO2)c1)c1ccc(Cl)cc1Cl. RXN SMILES: [C:1](#[C:2][CH2:3][CH3:4])[c:5]1[cH:6][c:7]2[cH:8][n:9][n:10]([CH:14]3[O:15][CH2:16][CH2:17][CH2:18][CH2:19]3)[c:11]2[cH:12][cH:13]1.[C:29](=[O:30])([O-:31])[O-:32].[CH2:46]1[O:47][CH2:48][CH2:49][O:50][CH2:51]1.[Cl:35][c:36]1[c:37]([I:43])[cH:38][cH:39][c:40]([Cl:42])[cH:41]1.[Cs+:33].[Cs+:34].[I:20][c:21]1[cH:22][cH:23][c:24]([CH:25]=[O:26])[cH:27][cH:28]1.[K+:45].[OH-:44]>>[C:1](=[C:2]([CH2:3][CH3:4])[c:37]1[c:36]([Cl:35])[cH:41][c:40]([Cl:42])[cH:39][cH:38]1)([c:5]1[cH:6][c:7]2[cH:8][n:9][n:10]([CH:14]3[O:15][CH2:16][CH2:17][CH2:18][CH2:19]3)[c:11]2[cH:12][cH:13]1)[c:21]1[cH:22][cH:23][c:24]([CH:25]=[O:26])[cH:27][cH:28]1.